This data is from the Open Reaction Database (ORD), a public repository of structured organic reaction records. The task is: describe an organic reaction: reactants, conditions, products, and yield The reactants are C=C1COc2ccc(C(=O)OC)cc2C(S(=O)(=O)c2ccccc2)C1, CO, ClCCl, [Na+], [Na+], [Na], C1CCOC1, O, O=P([O-])([O-])O. Product: C=C1CCc2cc(C(=O)OC)ccc2OC1. RXN SMILES: [CH2:2]=[C:3]1[CH2:4][O:5][c:6]2[c:7]([cH:19][c:20]([C:23](=[O:24])[O:25][CH3:26])[cH:21][cH:22]2)[CH:8]([S:10]([c:11]2[cH:12][cH:13][cH:14][cH:15][cH:16]2)(=[O:17])=[O:18])[CH2:9]1.[CH3:39][OH:40].[Cl:41][CH2:42][Cl:43].[Na+:32].[Na+:33].[Na:1].[O:34]1[CH2:35][CH2:36][CH2:37][CH2:38]1.[OH2:44].[P:27]([O-:28])([O-:29])([OH:30])=[O:31]>>[CH2:2]=[C:3]1[CH2:4][O:5][c:6]2[c:7]([cH:19][c:20]([C:23](=[O:24])[O:25][CH3:26])[cH:21][cH:22]2)[CH2:8][CH2:9]1. The reactants are N1=CC=CC2=CC=CC=C12 (quinoline), latter product, C(OC)([O-])[O-] (methyl orthoformate), C1(=CC=C(C=C1)S(=O)(=O)O)C (p-toluene sulfonic acid), CO (methanol). Run at temperature 20 celsius, time 2 hour. Yields the product CC1CCC(CC1)NC(\C=C(\C)/OC)=O (N-(4'-methylcyclohexyl)-3-methoxy-crotonamide). Reaction SMILES: [CH:1]([O-])([O-])[O:2]C.[C:6]1([CH3:16])[CH:11]=[CH:10][C:9](S(O)(=O)=O)=[CH:8][CH:7]=1.[N:17]1C2[C:21](=CC=CC=2)[CH:20]=[CH:19][CH:18]=1.C[OH:28]>>[CH3:16][CH:6]1[CH2:11][CH2:10][CH:9]([NH:17][C:18](=[O:28])/[CH:19]=[C:20](\[O:2][CH3:1])/[CH3:21])[CH2:8][CH2:7]1. Procedure details: 29 g of diketene were added over 20 minutes to a stirred mixture of 39 g of 4-methylcyclohexylamine in 100 ml of tetrahydrofuran and the mixture was stirred at 20° C. for 3 hours. Isopropyl ether was added thereto and the precipitate formed was recovered by vacuum filtration, was washed and dried to obtain 46 g of N-(4-methylcyclohexyl)-acetylacetamide melting at 111° C. A mixture of 46 g of the latter product, 37 g of methyl orthoformate, 1.5 g of p-toluene sulfonic acid and 100 ml of methanol ... Starting materials: C1(=CC=CC=C1)C (toluene), FC1=CC=C(NC2=C(C(=O)OC(C)(C)C)C=CC(=C2)B2OC(C(O2)(C)C)(C)C)C=C1 (tert-butyl 2-(4-fluoroanilino)-4-(4,4,5,5-tetramethyl-1,3,2-dioxaborolan-2-yl)benzoate), BrC1=CC=C(C=C1)S(=O)(=O)N (4-bromobenzenesulfonamide), C(O)([O-])=O.[Na+] (sodium hydrogen carbonate). The reagents and catalysts are C=1C=CC(=CC1)[P](C=2C=CC=CC2)(C=3C=CC=CC3)[Pd]([P](C=4C=CC=CC4)(C=5C=CC=CC5)C=6C=CC=CC6)([P](C=7C=CC=CC7)(C=8C=CC=CC8)C=9C=CC=CC9)[P](C=1C=CC=CC1)(C=1C=CC=CC1)C=1C=CC=CC1 (tetrakis(triphenylphosphine)palladium(0)). The solvent is O (water), C(C)O (ethanol), O (water), C(C)(=O)OCC (ethyl acetate). Yields the product NS(=O)(=O)C1=CC=C(C=C1)C1=CC(=C(C(=O)OC(C)(C)C)C=C1)NC1=CC=C(C=C1)F (tert-butyl 4-(4-(aminosulfonyl)phenyl)-2-(4-fluoroanilino)benzoate). Reaction SMILES: C1(C)C=CC=CC=1.[F:8][C:9]1[CH:37]=[CH:36][C:12]([NH:13][C:14]2[CH:26]=[C:25](B3OC(C)(C)C(C)(C)O3)[CH:24]=[CH:23][C:15]=2[C:16]([O:18][C:19]([CH3:22])([CH3:21])[CH3:20])=[O:17])=[CH:11][CH:10]=1.Br[C:39]1[CH:44]=[CH:43][C:42]([S:45]([NH2:48])(=[O:47])=[O:46])=[CH:41][CH:40]=1.C(=O)([O-])O.[Na+]>C1C=CC([P]([Pd]([P](C2C=CC=CC=2)(C2C=CC=CC=2)C2C=CC=CC=2)([P](C2C=CC=CC=2)(C2C=CC=CC=2)C2C=CC=CC=2)[P](C2C=CC=CC=2)(C2C=CC=CC=2)C2C=CC=CC=2)(C2C=CC=CC=2)C2C=CC=CC=2)=CC=1.O.C(OCC)(=O)C.C(O)C>[NH2:48][S:45]([C:42]1[CH:43]=[CH:44][C:39]([C:25]2[CH:24]=[CH:23][C:15]([C:16]([O:18][C:19]([CH3:20])([CH3:21])[CH3:22])=[O:17])=[C:14]([NH:13][C:12]3[CH:36]=[CH:37][C:9]([F:8])=[CH:10][CH:11]=3)[CH:26]=2)=[CH:40][CH:41]=1)(=[O:47])=[O:46] |f:3.4,^1:57,59,78,97|. Reported procedure: To toluene 3.0 mL solution of tert-butyl 2-(4-fluoroanilino)-4-(4,4,5,5-tetramethyl-1,3,2-dioxaborolan-2-yl)benzoate 0.15 g were added ethanol 0.90 mL, water 0.45 mL, 4-bromobenzenesulfonamide 85 mg, sodium hydrogen carbonate 0.10 g and tetrakis(triphenylphosphine)palladium(0) 21 mg at room temperature, and it was heated and refluxed under nitrogen atmosphere for 2 hours. After the reaction mixture was cooled to room temperature, and ethyl acetate and water were added to it. The organic layer wa... Yield: 107.0%. The reactants are C(C1=CC=CC=C1)OC(=O)C=1SC(=C(C1)[N+](=O)[O-])C (5-methyl-4-nitro-thiophene-2-carboxylic acid benzyl ester). As a reaction SMILES: [CH2:1]([O:8][C:9]([C:11]1[S:12][C:13]([CH3:19])=[C:14]([N+:16]([O-])=O)[CH:15]=1)=[O:10])[C:2]1[CH:7]=[CH:6][CH:5]=[CH:4][CH:3]=1>O1CCCC1.[Ni]>[CH2:1]([O:8][C:9]([C:11]1[S:12][C:13]([CH3:19])=[C:14]([NH2:16])[CH:15]=1)=[O:10])[C:2]1[CH:3]=[CH:4][CH:5]=[CH:6][CH:7]=1. The solvent is O1CCCC1 (tetrahydrofuran). The reagents and catalysts are [Ni] (nickel). Product: C(C1=CC=CC=C1)OC(=O)C=1SC(=C(C1)N)C (5-methyl-4-amino-thiophene-2-carboxylic acid benzyl ester). Procedure: Sponge nickel (0.6 g water wet) was added to a solution of 5-methyl-4-nitro-thiophene-2-carboxylic acid benzyl ester (0.93 g, 3.4 mmol), prepared as described in Step 1 above, in tetrahydrofuran (50 mL), and the mixture was hydrogenated at room temperature under hydrogen atmosphere at a starting pressure of 50 psi. After a reaction time of 2.4 hours, the pressure was released and the mixture filtered. The slurry was rinsed with tetrahydrofuran, and the filtrate was stripped of solvent under redu... The reactants are Nc1cc(Cl)ncc1I, Cc1ccc(S(=O)(=O)OCC2(F)CCN(C(=O)OC(C)(C)C)CC2)cc1, [H-], [Na+], CN(C)C=O. Product: CC(C)(C)OC(=O)N1CCC(F)(CNc2cc(Cl)ncc2I)CC1. RXN SMILES: [Cl:3][c:4]1[n:5][cH:6][c:7]([I:11])[c:8]([NH2:10])[cH:9]1.[F:12][C:13]1([CH2:26][O:27][S:28]([c:29]2[cH:30][cH:31][c:32]([CH3:33])[cH:34][cH:35]2)(=[O:36])=[O:37])[CH2:14][CH2:15][N:16]([C:19](=[O:20])[O:21][C:22]([CH3:23])([CH3:24])[CH3:25])[CH2:17][CH2:18]1.[H-:1].[Na+:2].[O:38]=[CH:39][N:40]([CH3:41])[CH3:42]>>[Cl:3][c:4]1[n:5][cH:6][c:7]([I:11])[c:8]([NH:10][CH2:26][C:13]2([F:12])[CH2:14][CH2:15][N:16]([C:19](=[O:20])[O:21][C:22]([CH3:23])([CH3:24])[CH3:25])[CH2:17][CH2:18]2)[cH:9]1. Reactants: C(C)C1=CC(=NC=C1)C(=O)O (4-ethyl-2-pyridinecarboxylic acid), N,N'-carbonyldiimidazole, NC1=NN=NN1 (5-aminotetrazole). The product is N1N=NN=C1NC(=O)C1=NC=CC(=C1)CC (N-(5-tetrazolyl)-4-ethyl-2-pyridinecarboxamide). Isolated yield 24.1%. Reaction SMILES: [CH2:1]([C:3]1[CH:8]=[CH:7][N:6]=[C:5]([C:9]([OH:11])=O)[CH:4]=1)[CH3:2].[NH2:12][C:13]1[NH:17][N:16]=[N:15][N:14]=1>>[NH:14]1[C:13]([NH:12][C:9]([C:5]2[CH:4]=[C:3]([CH2:1][CH3:2])[CH:8]=[CH:7][N:6]=2)=[O:11])=[N:17][N:16]=[N:15]1. Procedure details: 0.46 g of 4-ethyl-2-pyridinecarboxylic acid, 0.5 g of N,N'-carbonyldiimidazole and 0.28 g of 5-aminotetrazole are treated in the same manner as described in Example 2. The crude product thus obtained is recrystallized from a mixture of dimethylformamide and water, whereby 0.16 g of N-(5-tetrazolyl)-4-ethyl-2-pyridinecarboxamide is obtained. Starting materials: COc1ccc(C(C(F)(F)F)C(F)(F)F)cc1C=O, COc1ccc(C(O)(C(F)(F)F)C(F)(F)F)cc1. The product is COc1ccc(C(O)(C(F)(F)F)C(F)(F)F)cc1C=O. RXN SMILES: [F:19][C:20]([F:21])([F:22])[CH:23]([c:24]1[cH:25][cH:26][c:27]([O:28][CH3:29])[c:30]([CH:31]=[O:32])[cH:33]1)[C:34]([F:35])([F:36])[F:37].[F:1][C:2]([C:3]([C:4]([F:5])([F:6])[F:7])([OH:8])[c:9]1[cH:10][cH:11][c:12]([O:15][CH3:16])[cH:13][cH:14]1)([F:17])[F:18]>>[F:1][C:2]([C:3]([C:4]([F:5])([F:6])[F:7])([OH:8])[c:9]1[cH:10][c:11]([CH:31]=[O:32])[c:12]([O:15][CH3:16])[cH:13][cH:14]1)([F:17])[F:18].